Dataset: the Open Reaction Database (ORD), a public repository of structured organic reaction records. Task: describe an organic reaction: reactants, conditions, products, and yield Starting materials: C(C)(C)NC1=CC2=C(C=C1)OCO2 (N-isopropyl-3,4-methylenedioxyaniline), [N-]=C=O.[Na+] (sodium isocyanate), [OH-].[Na+] (sodium hydroxide). Run in C(C)(=O)O (acetic acid). Run at time 15 hour. Yields the product C(C)(C)N(C(=O)N)C1=CC2=C(C=C1)OCO2 (N-isopropyl-N-(3,4-methylenedioxyphenyl)urea). RXN SMILES: [CH:1]([NH:4][C:5]1[CH:10]=[CH:9][C:8]2[O:11][CH2:12][O:13][C:7]=2[CH:6]=1)([CH3:3])[CH3:2].[N-:14]=[C:15]=[O:16].[Na+].[OH-].[Na+]>C(O)(=O)C>[CH:1]([N:4]([C:5]1[CH:10]=[CH:9][C:8]2[O:11][CH2:12][O:13][C:7]=2[CH:6]=1)[C:15]([NH2:14])=[O:16])([CH3:3])[CH3:2] |f:1.2,3.4|. Procedure: To a solution of 14.7 gm. of N-isopropyl-3,4-methylenedioxyaniline, prepared as in Example A, in 200 ml. of glacial acetic acid, cooled to 10°-18°C., is added 4.9 gm. of sodium isocyanate (sodium cyanate) in several portions. The resulting mixture is then stirred at ambient temperature for 15 hours. At the end of this time, the solvent is stripped at reduced pressure and the solid residue treated with 300 ml. of 2N sodium hydroxide. The resulting mixture is extracted with chloroform, dried and e... The reactants are Cl.C1(=CC=CC=C1)C(COCCN1C[C@@H](CCC1)C(=O)O)C1=CC=CC=C1 ((R)-1-[2-[[2,2-Diphenylethyl]oxy]ethyl]-3-piperidine carboxylic acid hydrochloride). Reagents/catalysts: [Pd] (palladium on carbon). Run in O (water), CO (methanol). Product: C1(=CC=CC=C1)C(COCCN1C[C@@H](CCC1)C(=O)O)C1=CC=CC=C1 ((R)-1-[2-[[2,2-Diphenylethyl]oxy]ethyl]-3-piperidine carboxylic acid). Reaction SMILES: Cl.[C:2]1([CH:8]([C:22]2[CH:27]=[CH:26][CH:25]=[CH:24][CH:23]=2)[CH2:9][O:10][CH2:11][CH2:12][N:13]2[CH2:18][CH2:17][CH2:16][C@@H:15]([C:19]([OH:21])=[O:20])[CH2:14]2)[CH:7]=[CH:6][CH:5]=[CH:4][CH:3]=1>CO.[Pd].O>[C:22]1([CH:8]([C:2]2[CH:7]=[CH:6][CH:5]=[CH:4][CH:3]=2)[CH2:9][O:10][CH2:11][CH2:12][N:13]2[CH2:18][CH2:17][CH2:16][C@@H:15]([C:19]([OH:21])=[O:20])[CH2:14]2)[CH:23]=[CH:24][CH:25]=[CH:26][CH:27]=1 |f:0.1|. Procedure: (R)-1-[2-[[2,2-Diphenylethyl]oxy]ethyl]-3-piperidine carboxylic acid hydrochloride (120 mg, 0.31 mmol) was dissolved in methanol (5 ml) and stirred under an atmosphere of hydrogen for 2 h at room temperature in the presence of 5% palladium on carbon catalyst (52% aqueous paste) and then filtered. The filtrate was evaporated to dryness leaving a residue, which was dissolved in water. The aqueous solution was lyophilized to give the title compound (80 mg, 58% of the theoretical yield) as a solid, ... Starting materials: CC(C)(C)OC(=O)NC(C(=O)O)C(C)(C)O, C1CCOC1, [H-], CI, [Na+]. The product is COC(C)(C)C(NC(=O)OC(C)(C)C)C(=O)O. RXN SMILES: [C:3]([CH3:4])([CH3:5])([CH3:6])[O:7][C:8](=[O:9])[NH:10][CH:11]([C:12](=[O:13])[OH:14])[C:15]([CH3:16])([CH3:17])[OH:18].[CH2:21]1[O:22][CH2:23][CH2:24][CH2:25]1.[H-:1].[I:19][CH3:20].[Na+:2]>>[C:3]([CH3:4])([CH3:5])([CH3:6])[O:7][C:8](=[O:9])[NH:10][CH:11]([C:12](=[O:13])[OH:14])[C:15]([CH3:16])([CH3:17])[O:18][CH3:20]. Starting materials: Cc1ccccc1, O=C=NS(=O)(=O)Cl, Cc1cc2c(cc1F)NC(=O)C2, O. Product: Cc1cc2c(cc1F)N(C(N)=O)C(=O)C2. As a reaction SMILES: [CH3:21][c:22]1[cH:23][cH:24][cH:25][cH:26][cH:27]1.[Cl:13][S:14](=[O:15])(=[O:16])[N:17]=[C:18]=[O:19].[F:1][c:2]1[c:3]([CH3:12])[cH:4][c:5]2[c:9]([cH:10]1)[NH:8][C:7](=[O:11])[CH2:6]2.[OH2:20]>>[F:1][c:2]1[c:3]([CH3:12])[cH:4][c:5]2[c:9]([cH:10]1)[N:8]([C:18]([NH2:17])=[O:19])[C:7](=[O:11])[CH2:6]2. The reagents and catalysts are [Pd].CC(=O)[O-].CC(=O)[O-].[Pb+2] (Lindlar's catalyst). Starting materials: OCC#CC1CCN(CC1)C(=O)OC(C)(C)C (tert-butyl 4-(3-hydroxyprop-1-yn-1-yl)piperidine-1-carboxylate), N1=CC=CC2=CC=CC=C12 (quinoline). The product is OC\C=C/C1CCN(CC1)C(=O)OC(C)(C)C (tert-butyl 4-[(1Z)-3-hydroxyprop-1-en-1-yl]piperidine-1-carboxylate). Conditions: time 40 minute. The solvent is CCOC(=O)C (EtOAc). Procedure details: The alkyne from step B (6.5 g, 27.2 mmol) and quinoline (0.55 mL, 4.62 mmol) were dissolved in EtOAc (120 mL). Lindlar's catalyst (740 mg) was added and the reaction was stirred under hydrogen atmosphere (1 atm) for 40 minutes. The reaction was filtered and concentrated to yield a crude residue which was purified by silica gel chromatography (gradient elution, 0% to 100% EtOAc in hexanes) to yield the desired allylic alcohol. 1H NMR (500 MHz, CDCl3) δ 5.58 (m, 1H), 5.37 (dd, J 10.8 & 9.6 Hz, 1H)... Reaction SMILES: [OH:1][CH2:2][C:3]#[C:4][CH:5]1[CH2:10][CH2:9][N:8]([C:11]([O:13][C:14]([CH3:17])([CH3:16])[CH3:15])=[O:12])[CH2:7][CH2:6]1.N1C2C(=CC=CC=2)C=CC=1>CCOC(C)=O.[Pd].CC([O-])=O.CC([O-])=O.[Pb+2]>[OH:1][CH2:2]/[CH:3]=[CH:4]\[CH:5]1[CH2:10][CH2:9][N:8]([C:11]([O:13][C:14]([CH3:17])([CH3:16])[CH3:15])=[O:12])[CH2:7][CH2:6]1 |f:3.4.5.6|. Reactants: FC=1C=C(C=NC1)[C@H]1CC[C@@](N1C1=NC=2N(C=C1)N=CC2C(=O)O)(C)CO (5-((2S,5R)-5-(5-fluoropyridin-3-yl)-2-(hydroxymethyl)-2-methylpyrrolidin-1-yl)pyrazolo[1,5-a]pyrimidine-3-carboxylic acid), FC([C@H](C)N)(F)F ((S)-1,1,1-trifluoropropan-2-amine). The product is FC=1C=C(C=NC1)[C@H]1CC[C@@](N1C1=NC=2N(C=C1)N=CC2C(=O)N[C@H](C(F)(F)F)C)(C)CO (5-((2S,5R)-5-(5-fluoropyridin-3-yl)-2-(hydroxymethyl)-2-methylpyrrolidin-1-yl)-N—((S)-1,1,1-trifluoropropan-2-yl)pyrazolo[1,5-a]pyrimidine-3-carboxamide), solid. Yield: 31.0%. As a reaction SMILES: [F:1][C:2]1[CH:3]=[C:4]([C@@H:8]2[N:12]([C:13]3[CH:18]=[CH:17][N:16]4[N:19]=[CH:20][C:21]([C:22](O)=[O:23])=[C:15]4[N:14]=3)[C@@:11]([CH2:26][OH:27])([CH3:25])[CH2:10][CH2:9]2)[CH:5]=[N:6][CH:7]=1.[F:28][C:29]([F:34])([F:33])[C@@H:30]([NH2:32])[CH3:31]>>[F:1][C:2]1[CH:3]=[C:4]([C@@H:8]2[N:12]([C:13]3[CH:18]=[CH:17][N:16]4[N:19]=[CH:20][C:21]([C:22]([NH:32][C@@H:30]([CH3:31])[C:29]([F:34])([F:33])[F:28])=[O:23])=[C:15]4[N:14]=3)[C@@:11]([CH2:26][OH:27])([CH3:25])[CH2:10][CH2:9]2)[CH:5]=[N:6][CH:7]=1. Procedure details: Prepared according to the method of Example 212, Step F, using 54(2S,5R)-5-(5-fluoropyridin-3-yl)-2-(hydroxymethyl)-2-methylpyrrolidin-1-yl)pyrazolo[1,5-a]pyrimidine-3-carboxylic acid (Example 219, Step F) and (S)-1,1,1-trifluoropropan-2-amine. The title compound was obtained as a white solid (5.4 mg, 31% yield). MS (apci) m/z=467.1 (M+H).